From a dataset of the Open Reaction Database (ORD), a public repository of structured organic reaction records. describe an organic reaction: reactants, conditions, products, and yield Starting materials: CC1([C@H](C1)C(=O)O)C ((S)-2,2-dimethylcyclopropanecarboxylic acid), C(=O)(N1C=NC=C1)N1C=NC=C1 (carbonyldiimidazole), C1CCC2=NCCCN2CC1 (DBU), C(CCC)C=1N(C(N(N1)C1=C(C=CC=C1)C(F)(F)F)=O)CC1=CC=C(C=C1)C1=C(C=CC=C1)S(N)(=O)=O (5-n-Butyl-2,4-dihydro-4-[(2'-sulfamoylbiphenyl-4-yl)methyl]-2-[2-(trifluoromethyl)phenyl]-3H-1,2,4-triazol-3-one). Run in C1CCOC1 (THF), C1CCOC1 (THF). Reaction conditions: temperature 50 celsius, time 8 hour. The product is C(CCC)C=1N(C(N(N1)C1=C(C=CC=C1)C(F)(F)F)=O)CC1=CC=C(C=C1)C1=C(C=CC=C1)S(NC(=O)[C@@H]1C(C1)(C)C)(=O)=O (5-n-Butyl-4-[[2'-[N-[(S)-2,2-dimethylcyclopropanecarbonyl]sulfamoyl]biphenyl-4-yl]methyl]-2,4-dihydro-2-[2-(trifluoromethyl)phenyl]-3H-1,2,4-triazol3-one). Yield: 74.0%. Reaction SMILES: [CH3:1][C:2]1([CH3:8])[CH2:4][C@@H:3]1[C:5](O)=[O:6].C(N1C=CN=C1)(N1C=CN=C1)=O.C1CCN2C(=NCCC2)CC1.[CH2:32]([C:36]1[N:37]([CH2:52][C:53]2[CH:58]=[CH:57][C:56]([C:59]3[CH:64]=[CH:63][CH:62]=[CH:61][C:60]=3[S:65](=[O:68])(=[O:67])[NH2:66])=[CH:55][CH:54]=2)[C:38](=[O:51])[N:39]([C:41]2[CH:46]=[CH:45][CH:44]=[CH:43][C:42]=2[C:47]([F:50])([F:49])[F:48])[N:40]=1)[CH2:33][CH2:34][CH3:35]>C1COCC1>[CH2:32]([C:36]1[N:37]([CH2:52][C:53]2[CH:58]=[CH:57][C:56]([C:59]3[CH:64]=[CH:63][CH:62]=[CH:61][C:60]=3[S:65](=[O:68])(=[O:67])[NH:66][C:5]([C@H:3]3[CH2:4][C:2]3([CH3:8])[CH3:1])=[O:6])=[CH:55][CH:54]=2)[C:38](=[O:51])[N:39]([C:41]2[CH:46]=[CH:45][CH:44]=[CH:43][C:42]=2[C:47]([F:50])([F:49])[F:48])[N:40]=1)[CH2:33][CH2:34][CH3:35]. Reported procedure: A solution of (S)-2,2-dimethylcyclopropanecarboxylic acid (194 mg, 1.70 mmol), and carbonyldiimidazole (275 mg, 1.70 mmol) in THF was stirred at 50° C. for 3 hrs. To this was added dropwise a solution of DBU (258 mg, 1.7 mmol) and 5-n-butyl-2,4-dihydro-4-[(2'-sulfamoylbiphenyl-4-yl)methyl]-2-[2-(trifluoromethyl)phenyl]-3H-1,2,4-triazol-3-one (300 mg, 0.57 mmol) (from Example 16, Step C) in THF. After stirring at 50° C. overnight, the reaction mixture was quenched by addition of 5% citric acid an... Starting materials: [Si](C1=CC=CC=C1)(C1=CC=CC=C1)(C(C)(C)C)OC1CN(C1)C=1SC=C(N1)C(=O)N1CC(C1)NC(=O)OCC1=CC=C(C=C1)[N+](=O)[O-] (3-t-butyldiphenylsilyloxy-1-{4-[3-(p-nitrobenzyloxycarbonylamino)-azetidine-1-carbonyl]-1,3-thiazol-2-yl}azetidine), ice, C(C)(=O)O (acetic acid), [F-].C(CCC)[N+](CCCC)(CCCC)CCCC (tetra-n-butylammonium fluoride). Solvent: O1CCCC1 (tetrahydrofuran), O1CCCC1 (tetrahydrofuran). Product: OC1CN(C1)C=1SC=C(N1)C(=O)N1CC(C1)NC(=O)OCC1=CC=C(C=C1)[N+](=O)[O-] (3-hydroxy-1-{4-[3-(p-nitrobenzyloxycarbonylamino)-azetidine-1-carbonyl]-1,3-thiazol-2-yl}azetidine). Isolated yield 88.3%. As a reaction SMILES: [Si]([O:18][CH:19]1[CH2:22][N:21]([C:23]2[S:24][CH:25]=[C:26]([C:28]([N:30]3[CH2:33][CH:32]([NH:34][C:35]([O:37][CH2:38][C:39]4[CH:44]=[CH:43][C:42]([N+:45]([O-:47])=[O:46])=[CH:41][CH:40]=4)=[O:36])[CH2:31]3)=[O:29])[N:27]=2)[CH2:20]1)(C(C)(C)C)(C1C=CC=CC=1)C1C=CC=CC=1.C(O)(=O)C.[F-].C([N+](CCCC)(CCCC)CCCC)CCC>O1CCCC1>[OH:18][CH:19]1[CH2:22][N:21]([C:23]2[S:24][CH:25]=[C:26]([C:28]([N:30]3[CH2:31][CH:32]([NH:34][C:35]([O:37][CH2:38][C:39]4[CH:44]=[CH:43][C:42]([N+:45]([O-:47])=[O:46])=[CH:41][CH:40]=4)=[O:36])[CH2:33]3)=[O:29])[N:27]=2)[CH2:20]1 |f:2.3|. Procedure details: To a solution of 3-t-butyldiphenylsilyloxy-1-{4-[3-(p-nitrobenzyloxycarbonylamino)-azetidine-1-carbonyl]-1,3-thiazol-2-yl}azetidine (850 mg, 1.27 mmol) (obtained as described in Reference Example 57(4)) in anhydrous tetrahydrofuran (43 ml) were added successively acetic acid (87 μl, 1.52 mmol) and a solution of 1.0M tetra-n-butylammonium fluoride in tetrahydrofuran (1.52 ml, 1.52 mmol) in an ice bath. The mixture was stirred in the ice bath for 30 minutes. After checking the completion of the re... The reactants are Cl.NC1=CC=C(C(=O)NC2=CC=C(C=C2)NC2=NC(=NC(=C2)C)N)C=C1 (4-Amino-N-[4-(2-amino-6-methylpyrimidin-4-ylamino)phenyl]benzamide hydrochloride), ArH, solid, ArNHAr, ArH, ArNH2, ArNHAr, ArH, ArH, ClC1=CC=NC2=CC=C(C=C12)[N+](=O)[O-] (4-chloro-6-nitroquinoline), Cl.NC1=CC=C(C(=O)NC2=CC=C(C=C2)NC2=NC(=NC(=C2)C)N)C=C1 (4-Amino-N-[4-(2-amino-6-methylpyrimidin-4-ylamino)phenyl]benzamide hydrochloride), ArH, ArH, 508, ClC1=CC=NC2=CC=C(C=C12)[N+](=O)[O-] (4-chloro-6-nitroquinoline), ArH. The reagents and catalysts are Cl (HCl), Cl (HCl). Run in CO (MeOH). Yields the product Cl.NC1=NC(=CC(=N1)NC1=CC=C(C=C1)NC(C1=CC=C(C=C1)NC1=CC=NC2=CC=C(C=C12)[N+](=O)[O-])=O)C (N-[4-(2-Amino-6-methylpyrimidin-4-ylamino)phenyl]-4-(6-nitroquinolin-4-ylamino)benzamide hydrochloride). As a reaction SMILES: Cl.[NH2:2][C:3]1[CH:26]=[CH:25][C:6]([C:7]([NH:9][C:10]2[CH:15]=[CH:14][C:13]([NH:16][C:17]3[CH:22]=[C:21]([CH3:23])[N:20]=[C:19]([NH2:24])[N:18]=3)=[CH:12][CH:11]=2)=[O:8])=[CH:5][CH:4]=1.[Cl:27][C:28]1[C:37]2[C:32](=[CH:33][CH:34]=[C:35]([N+:38]([O-:40])=[O:39])[CH:36]=2)[N:31]=[CH:30][CH:29]=1>CO.Cl>[ClH:27].[NH2:24][C:19]1[N:18]=[C:17]([NH:16][C:13]2[CH:12]=[CH:11][C:10]([NH:9][C:7](=[O:8])[C:6]3[CH:25]=[CH:26][C:3]([NH:2][C:28]4[C:37]5[C:32](=[CH:33][CH:34]=[C:35]([N+:38]([O-:40])=[O:39])[CH:36]=5)[N:31]=[CH:30][CH:29]=4)=[CH:4][CH:5]=3)=[CH:15][CH:14]=2)[CH:22]=[C:21]([CH3:23])[N:20]=1 |f:0.1,5.6|. Reported procedure: To a solution of amine E5 (304 mg, 0.82 mmol) in dry MeOH (30 mL) were sequentially added 4-chloro-6-nitroquinoline (F1) (171 mg, 0.82 mmol) and c.HCl (1-2 drops), and the resulting mixture was refluxed for ˜12 h. MS and TLC analysis after this time showed some F1 was still present in the reaction mixture, so further aliquots of E5 (171 mg, 0.82 mmol) and c.HCl (1-2 drops) were added at 12 h and 24 h. Solvent was then removed from the reaction mixture, and the resulting residue dissolved in MeOH... The reactants are C1CCOC1, C1CCOC1, CCCCCCC, CC(C)NC(C)C, Fc1ccc(F)cc1, [Li], CC(OC1CCCCO1)C(=O)N1CCOCC1. The product is CC(OC1CCCCO1)C(=O)c1cc(F)ccc1F. Reaction SMILES: [CH2:34]1[O:35][CH2:36][CH2:37][CH2:38]1.[CH2:39]1[O:40][CH2:41][CH2:42][CH2:43]1.[CH3:44][CH2:45][CH2:46][CH2:47][CH2:48][CH2:49][CH3:50].[CH:26]([NH:27][CH:28]([CH3:29])[CH3:30])([CH3:31])[CH3:32].[F:1][c:2]1[cH:3][cH:4][c:5]([F:6])[cH:7][cH:8]1.[Li:33].[O:9]1[CH2:10][CH2:11][N:12]([C:15]([CH:16]([CH3:17])[O:18][CH:19]2[O:20][CH2:21][CH2:22][CH2:23][CH2:24]2)=[O:25])[CH2:13][CH2:14]1>>[F:1][c:2]1[c:3]([C:15]([CH:16]([CH3:17])[O:18][CH:19]2[O:20][CH2:21][CH2:22][CH2:23][CH2:24]2)=[O:25])[cH:4][c:5]([F:6])[cH:7][cH:8]1. Reactants: CN1C(OC2=C1C=C1C(=C2)C2(C(NC3=CC=CC=C23)=O)CO1)=O (3-methylspiro[furo[2,3-f][1,3]benzoxazole-7,3′-indole]-2,2′(1′H,3H)-dione), (R)-(1,4-dioxan-2-yl)methyl 4-methyl benzenesulfonate, N1C(C2(C3=CC=CC=C13)COC=1C2=CC2=C(OCO2)C1)=O (spiro[furo[2,3-f][1,3]benzodioxole-7,3′-indol]-2′(1′H)-one), CC1=CC=C(C=C1)S(=O)(=O)OC[C@@H]1OCCC1 ((R)-(tetrahydrofuran-2-yl)methyl 4-methylbenzenesulfonate). Yields the product CN1C(OC2=C1C=C1C(=C2)C2(C(N(C3=CC=CC=C23)C[C@@H]2OCCC2)=O)CO1)=O (3-methyl-1′-(((R)-tetrahydrofuran-2-yl)methyl)-2H-spiro[benzofuro[6,5-d]oxazole-7,3′-indoline]-2,2′(3H,6H)-dione). As a reaction SMILES: [CH3:1][N:2]1[C:6]2[CH:7]=[C:8]3[O:22][CH2:21][C:11]4([C:19]5[C:14](=[CH:15][CH:16]=[CH:17][CH:18]=5)[NH:13][C:12]4=[O:20])[C:9]3=[CH:10][C:5]=2[O:4][C:3]1=[O:23].N1C2C(=CC=CC=2)[C:26]2([C:36]3=CC4OCOC=4[CH:43]=[C:35]3[O:34][CH2:33]2)C1=O.CC1C=CC(S(OC[C@H]2CCCO2)(=O)=O)=CC=1>>[CH3:1][N:2]1[C:6]2[CH:7]=[C:8]3[O:22][CH2:21][C:11]4([C:19]5[C:14](=[CH:15][CH:16]=[CH:17][CH:18]=5)[N:13]([CH2:43][C@H:35]5[CH2:36][CH2:26][CH2:33][O:34]5)[C:12]4=[O:20])[C:9]3=[CH:10][C:5]=2[O:4][C:3]1=[O:23]. Reported procedure: Following the procedure as described in EXAMPLE 8 and making non-critical variations using 3-methylspiro[furo[2,3-f][1,3]benzoxazole-7,3′-indole]-2,2′(1′H,3H)-dione to replace spiro[furo[2,3-f][1,3]benzodioxole-7,3′-indol]-2′(1′H)-one, and (R)-(tetrahydrofuran-2-yl)methyl 4-methylbenzenesulfonate to replace (R)-(1,4-dioxan-2-yl)methyl 4-methyl benzenesulfonate, 3-methyl-1′-(((R)-tetrahydrofuran-2-yl)methyl)-2H-spiro[benzofuro[6,5-d]oxazole-7,3′-indoline]-2,2′(3H,6H)-dione was obtained (69%) as a... Reactants: BrCCCC#N (4-bromobutyronitrile), COC1=CC=C(C=C1)C1=C(OC=2N=CN=C(C21)OCC2NCCC2)C2=CC=CC=C2 ((+/−)-5-(4-methoxyphenyl)-6-phenyl-4-(pyrrolidin-2-ylmethoxy)furo[2,3-d]pyrimidine), C(C)(C)N(CC)C(C)C (diisopropylethylamine), [I-].[K+] (potassium iodide). Run in C1CCOC1 (THF), ClCCl (dichloromethane). Product: COC1=CC=C(C=C1)C1=C(OC=2N=CN=C(C21)OCC2N(CCC2)CCCC#N)C2=CC=CC=C2 ((+/−)-4-[2-({[5-(4-Methoxyphenyl)-6-phenylfuro[2,3-d]pyrimidin-4-yl]oxy}methyl)pyrrolidin-1-yl]butanenitrile). As a reaction SMILES: Br[CH2:2][CH2:3][CH2:4][C:5]#[N:6].[CH3:7][O:8][C:9]1[CH:14]=[CH:13][C:12]([C:15]2[C:23]3[C:22]([O:24][CH2:25][CH:26]4[CH2:30][CH2:29][CH2:28][NH:27]4)=[N:21][CH:20]=[N:19][C:18]=3[O:17][C:16]=2[C:31]2[CH:36]=[CH:35][CH:34]=[CH:33][CH:32]=2)=[CH:11][CH:10]=1.C(N(C(C)C)CC)(C)C.[I-].[K+]>C1COCC1.ClCCl>[CH3:7][O:8][C:9]1[CH:10]=[CH:11][C:12]([C:15]2[C:23]3[C:22]([O:24][CH2:25][CH:26]4[CH2:30][CH2:29][CH2:28][N:27]4[CH2:2][CH2:3][CH2:4][C:5]#[N:6])=[N:21][CH:20]=[N:19][C:18]=3[O:17][C:16]=2[C:31]2[CH:36]=[CH:35][CH:34]=[CH:33][CH:32]=2)=[CH:13][CH:14]=1 |f:3.4|. Reported procedure: Add 221.2 mg (0.996 mmol) of 4-bromobutyronitrile at RT to a solution of 300 mg (0.747 mmol) of (+/−)-5-(4-methoxyphenyl)-6-phenyl-4-(pyrrolidin-2-ylmethoxy)furo[2,3-d]pyrimidine, 0.37 ml (2.24 mmol) of diisopropylethylamine and 12.4 mg of potassium iodide in 3 ml of THF. Stir the mixture under reflux for 6 h. After cooling to RT, dilute with dichloromethane, wash with satd. sodium hydrogencarbonate solution, remove the organic phase, dry over sodium sulphate and concentrate under reduced pressu... The reactants are C1CCNC1, CO, O=C(CF)CF, CC(=O)c1cc(F)ccc1O. The product is O=C1CC(CF)(CF)Oc2ccc(F)cc21. As a reaction SMILES: [CH2:18]1[CH2:19][NH:20][CH2:21][CH2:22]1.[CH3:23][OH:24].[F:1][CH2:2][C:3](=[O:4])[CH2:5][F:6].[F:7][c:8]1[cH:9][cH:10][c:11]([OH:17])[c:12]([C:14]([CH3:15])=[O:16])[cH:13]1>>[F:1][CH2:2][C:3]1([CH2:5][F:6])[O:4][c:11]2[cH:10][cH:9][c:8]([F:7])[cH:13][c:12]2[C:14](=[O:16])[CH2:15]1. The reactants are [H-].[H-].[H-].[H-].[Li+].[Al+3] (LiAlH4), N1C(=CC2=CC=CC=C12)C1=C(C=CC(=C1)Cl)NC=O (N-[2-(1H-indol-2-yl)-4-chlorophenyl]formamide). Solvent: C1CCOC1 (THF), C1CCOC1 (THF). Run at time 3 hour. Yields the product CNC1=C(C=C(C=C1)Cl)C=1NC2=CC=CC=C2C1 (2-(2-Methylamino-5-chlorophenyl)-1H-indole). Yield: 51.0%. Reaction SMILES: [H-].[H-].[H-].[H-].[Li+].[Al+3].[NH:7]1[C:15]2[C:10](=[CH:11][CH:12]=[CH:13][CH:14]=2)[CH:9]=[C:8]1[C:16]1[CH:21]=[C:20]([Cl:22])[CH:19]=[CH:18][C:17]=1[NH:23][CH:24]=O>C1COCC1>[CH3:24][NH:23][C:17]1[CH:18]=[CH:19][C:20]([Cl:22])=[CH:21][C:16]=1[C:8]1[NH:7][C:15]2[C:10]([CH:9]=1)=[CH:11][CH:12]=[CH:13][CH:14]=2 |f:0.1.2.3.4.5|. Procedure details: A total of 123 ml 1M LiAlH4 in THF was added portionwise to a solution of 15.37 g N-[2-(1H-indol-2-yl)-4-chlorophenyl]formamide in 230 ml THF, during which the temperature was maintained below 20° C. The resulting mixture was stirred three hours at room temperature and then quenched with a saturated NH4Cl solution (140 ml). This was then filtered through celite, dried (MgSO4), and concentrated to yield a solid. Purification by HPLC using CH2Cl2 /hexane (2:3) as eluent yielded 7.43 g solid, m.p. ... Starting materials: O (Water), O=C1NC[C@H]2[C@H](C3=C1C=CC=C3)CN(C2)C(=O)OC(C)(C)C (Trans-tert-butyl 6-oxo-1,3a,4,5,6,10b-hexahydrobenzo[c]pyrrolo[3,4-e]azepine-2(3H)-carboxylate), [H-].[Al+3].[Li+].[H-].[H-].[H-] (lithium aluminum hydride). Solvent: O1CCCC1 (tetrahydrofuran), O1CCCC1 (tetrahydrofuran). Conditions: time 24 hour. The product is CN1C[C@H]2C3=C(CNC[C@@H]2C1)C=CC=C3 (Trans-2-methyl-1,2,3,3a,4,5,6,10b-octahydrobenzo[c]pyrrolo[3,4-e]azepine). As a reaction SMILES: O=[C:2]1[C:8]2[CH:9]=[CH:10][CH:11]=[CH:12][C:7]=2[C@@H:6]2[CH2:13][N:14]([C:16](OC(C)(C)C)=O)[CH2:15][C@H:5]2[CH2:4][NH:3]1.[H-].[Al+3].[Li+].[H-].[H-].[H-].O>O1CCCC1>[CH3:16][N:14]1[CH2:15][C@@H:5]2[C@H:6]([C:7]3[CH:12]=[CH:11][CH:10]=[CH:9][C:8]=3[CH2:2][NH:3][CH2:4]2)[CH2:13]1 |f:1.2.3.4.5.6|. Procedure: To a solution of Example 71A (2.62 g, 8.66 mmol) in tetrahydrofuran (87 mL) was added lithium aluminum hydride in tetrahydrofuran (13.00 mL, 26.0 mmol) in small portions, and the mixture was stirred at room temperature for 24 hours. Water was added carefully and the product was extracted once with dichloromethane, dried over Na2SO4 and concentrated to afford the title compound. 1H NMR (500 MHz, pyridine-d5) δ ppm 7.31 (d, J=7.4, 1H), 7.20-7.17 (m, 2H), 7.13 (d, J=7.7, 1H), 4.58 (dd, J=14.5, 48.4... Reactants: ClC=1C=C2C(CCOC2=CC1OC1=CC=C(C=C1)C(NC1=NC(=CC=C1)C1=C(C=CC=C1)Cl)=O)C(=O)OCC (ethyl 6-chloro-7-(4-(6-(2-chlorophenyl)pyridin-2-ylcarbamoyl)phenoxy)chroman-4-carboxylate), [OH-].[Na+] (sodium hydroxide). The solvent is C1CCOC1.C(C)O (THF ethanol). Run at time 16 hour. Yields the product ClC=1C=C2C(CCOC2=CC1OC1=CC=C(C=C1)C(NC1=NC(=CC=C1)C1=C(C=CC=C1)Cl)=O)C(=O)O (6-chloro-7-(4-(6-(2-chlorophenyl)pyridin-2-ylcarbamoyl)phenoxy)chroman-4-carboxylic acid). Yield: 70.1%. Reaction SMILES: [Cl:1][C:2]1[CH:3]=[C:4]2[C:9](=[CH:10][C:11]=1[O:12][C:13]1[CH:18]=[CH:17][C:16]([C:19](=[O:34])[NH:20][C:21]3[CH:26]=[CH:25][CH:24]=[C:23]([C:27]4[CH:32]=[CH:31][CH:30]=[CH:29][C:28]=4[Cl:33])[N:22]=3)=[CH:15][CH:14]=1)[O:8][CH2:7][CH2:6][CH:5]2[C:35]([O:37]CC)=[O:36].[OH-].[Na+]>C1COCC1.C(O)C>[Cl:1][C:2]1[CH:3]=[C:4]2[C:9](=[CH:10][C:11]=1[O:12][C:13]1[CH:14]=[CH:15][C:16]([C:19](=[O:34])[NH:20][C:21]3[CH:26]=[CH:25][CH:24]=[C:23]([C:27]4[CH:32]=[CH:31][CH:30]=[CH:29][C:28]=4[Cl:33])[N:22]=3)=[CH:17][CH:18]=1)[O:8][CH2:7][CH2:6][CH:5]2[C:35]([OH:37])=[O:36] |f:1.2,3.4|. Reported procedure: To a solution of ethyl 6-chloro-7-(4-(6-(2-chlorophenyl)pyridin-2-ylcarbamoyl)phenoxy)chroman-4-carboxylate (0.010 g, 0.0177 mmol) in 3:1 THF/ethanol (1 ml) was added 1M sodium hydroxide (0.0373 ml, 0.0373 mmol), and the reaction was stirred for 16 hours at ambient temperature. The reaction was concentrated and diluted with water. The reaction was acidified with 1M hydrochloric acid and extracted twice with EtOAc. The combined organic layers were dried over anhydrous sodium sulfate, filtered, an...